From a dataset of the Open Reaction Database (ORD), a public repository of structured organic reaction records. describe an organic reaction: reactants, conditions, products, and yield Solvent: CN(C=O)C (dimethylformamide). Isolated yield 90.0%. RXN SMILES: Cl[CH2:2][C:3]1[CH:16]=[CH:15][C:6]2[O:7][C:8]([C:10]([O:12][CH2:13][CH3:14])=[O:11])=[CH:9][C:5]=2[CH:4]=1.[C-:17]#[N:18].[Na+]>CN(C)C=O>[C:17]([CH2:2][C:3]1[CH:16]=[CH:15][C:6]2[O:7][C:8]([C:10]([O:12][CH2:13][CH3:14])=[O:11])=[CH:9][C:5]=2[CH:4]=1)#[N:18] |f:1.2|. The product is C(#N)CC1=CC2=C(OC(=C2)C(=O)OCC)C=C1 (ethyl 5-cyanomethylbenzo[b]furan-2-carboxylate). Reported procedure: The starting material can be prepared as follows: By the reaction of ethyl 5-chloromethylbenzo[b]furan-2-carboxylate (Chem. Abstr., 1959, 3185d) with excess sodium cyanide in dimethylformamide there is obtained, in a yield of 90% of theory, ethyl 5-cyanomethylbenzo[b]furan-2-carboxylate (m.p. 74°-76° C. after recrystallisation from ethyl acetate) which is hydrogenated in the presence of platinum oxide to give ethyl 5-(2-aminoethyl)-benzo[b]furan-2-carboxylate. From an ethanolic solution thereof,... The reactants are ClCC1=CC2=C(OC(=C2)C(=O)OCC)C=C1 (ethyl 5-chloromethylbenzo[b]furan-2-carboxylate), [C-]#N.[Na+] (sodium cyanide). The reactants are BrCCCCCCCCCBr, Cc1ccccc1, c1ccc(P(c2ccccc2)c2ccccc2)cc1. The product is [Br-], BrCCCCCCCCC[P+](c1ccccc1)(c1ccccc1)c1ccccc1. As a reaction SMILES: [Br:1][CH2:2][CH2:3][CH2:4][CH2:5][CH2:6][CH2:7][CH2:8][CH2:9][CH2:10][Br:11].[CH3:31][c:32]1[cH:33][cH:34][cH:35][cH:36][cH:37]1.[c:12]1([P:18]([c:19]2[cH:20][cH:21][cH:22][cH:23][cH:24]2)[c:25]2[cH:26][cH:27][cH:28][cH:29][cH:30]2)[cH:13][cH:14][cH:15][cH:16][cH:17]1>>[Br-:1].[CH2:2]([CH2:3][CH2:4][CH2:5][CH2:6][CH2:7][CH2:8][CH2:9][CH2:10][Br:11])[P+:18]([c:12]1[cH:13][cH:14][cH:15][cH:16][cH:17]1)([c:19]1[cH:20][cH:21][cH:22][cH:23][cH:24]1)[c:25]1[cH:26][cH:27][cH:28][cH:29][cH:30]1. Reactants: ClCCl, CCOC(=O)Cn1c2c(c3c(Cl)c(Cl)ccc31)CCN(C(=O)OC(C)(C)C)CC2, O=C(O)C(F)(F)F, [Na+], [OH-]. The product is CCOC(=O)Cn1c2c(c3c(Cl)c(Cl)ccc31)CCNCC2. RXN SMILES: [Cl:39][CH2:40][Cl:41].[Cl:8][c:9]1[c:10]([Cl:36])[c:11]2[c:12]3[c:13]([n:14]([CH2:18][C:19](=[O:20])[O:21][CH2:22][CH3:23])[c:15]2[cH:16][cH:17]1)[CH2:24][CH2:25][N:26]([C:29]([O:30][C:31]([CH3:32])([CH3:33])[CH3:34])=[O:35])[CH2:27][CH2:28]3.[F:1][C:2]([F:3])([F:4])[C:5]([OH:6])=[O:7].[Na+:38].[OH-:37]>>[Cl:8][c:9]1[c:10]([Cl:36])[c:11]2[c:12]3[c:13]([n:14]([CH2:18][C:19](=[O:20])[O:21][CH2:22][CH3:23])[c:15]2[cH:16][cH:17]1)[CH2:24][CH2:25][NH:26][CH2:27][CH2:28]3. The reactants are COC(=O)[C@H]1CN(C(C1)=O)C1=CC=C(C=C1)O ((R)-1-(4-hydroxy-phenyl)-5-oxo-pyrrolidine-3-carboxylic acid methyl ester), FC1=C(CO)C(=CC(=C1)F)F (2,4,6-trifluorobenzylalcohol). Procedure: In an analogous manner to that described in Example 28b), the alkylation of the (R)-1-(4-hydroxy-phenyl)-5-oxo-pyrrolidine-3-carboxylic acid methyl ester [Example 28a)] with 2,4,6-trifluorobenzylalcohol yields the (R)-5-oxo-1-[4-(2,4,6-trifluoro-benzyloxy)-phenyl]-pyrrolidine-3-carboxylic acid methyl ester as a white solid. MS: m/e=380 (M+H)+. Product: COC(=O)[C@H]1CN(C(C1)=O)C1=CC=C(C=C1)OCC1=C(C=C(C=C1F)F)F ((R)-5-oxo-1-[4-(2,4,6-trifluoro-benzyloxy)-phenyl]-pyrrolidine-3-carboxylic acid methyl ester). RXN SMILES: [CH3:1][O:2][C:3]([C@@H:5]1[CH2:9][C:8](=[O:10])[N:7]([C:11]2[CH:16]=[CH:15][C:14]([OH:17])=[CH:13][CH:12]=2)[CH2:6]1)=[O:4].[F:18][C:19]1[CH:26]=[C:25]([F:27])[CH:24]=[C:23]([F:28])[C:20]=1[CH2:21]O>>[CH3:1][O:2][C:3]([C@@H:5]1[CH2:9][C:8](=[O:10])[N:7]([C:11]2[CH:12]=[CH:13][C:14]([O:17][CH2:21][C:20]3[C:19]([F:18])=[CH:26][C:25]([F:27])=[CH:24][C:23]=3[F:28])=[CH:15][CH:16]=2)[CH2:6]1)=[O:4]. Starting materials: C(C)(CC)=NC1=C(C=C(C=C1CC)CC1=CC(=C(C(=C1)CC)N=C(C)CC)CC)CC (N,N′-di-sec-butylidene-4,4′-methylenebis(2,6-diethylbenzeneamine)). The reagents and catalysts are [Pt] (Pt(S)/C). The solvent is CC(=O)C (acetone). Conditions: time 6.5 hour. Product: C(C)(CC)NC1=C(C=C(C=C1CC)CC1=CC(=C(C(=C1)CC)NC(C)CC)CC)CC (N,N′-di-sec-butyl-4,4′-methylenebis(2,6-diethylbenzeneamine)). As a reaction SMILES: [C:1](=[N:5][C:6]1[C:11]([CH2:12][CH3:13])=[CH:10][C:9]([CH2:14][C:15]2[CH:20]=[C:19]([CH2:21][CH3:22])[C:18]([N:23]=[C:24]([CH2:26][CH3:27])[CH3:25])=[C:17]([CH2:28][CH3:29])[CH:16]=2)=[CH:8][C:7]=1[CH2:30][CH3:31])([CH2:3][CH3:4])[CH3:2]>[Pt].CC(C)=O>[CH:24]([NH:23][C:18]1[C:17]([CH2:28][CH3:29])=[CH:16][C:15]([CH2:14][C:9]2[CH:8]=[C:7]([CH2:30][CH3:31])[C:6]([NH:5][CH:1]([CH2:3][CH3:4])[CH3:2])=[C:11]([CH2:12][CH3:13])[CH:10]=2)=[CH:20][C:19]=1[CH2:21][CH3:22])([CH2:26][CH3:27])[CH3:25]. Reported procedure: N,N′-di-sec-butylidene-4,4′-methylenebis(2,6-diethylbenzeneamine) (22.53 g) and Pt(S)/C (2.65 g) were added to acetone (34.0 g) in an autoclave. The closed autoclave was purged 3 times with 125 psig of H2 (9.63×105 Pa) at 22° C. The mixture was kept at 21° C. and 125 psi (8.62×105 Pa) of H2 for 6.5 hours, forming the corresponding N,N′-di-sec-butyl-4,4′-methylenebis(2,6-diethylbenzeneamine) quantitatively. Procedure: A solution of 2-chloro-4-[5-(3,5-dichlorophenyl)-5-(trifluoromethyl)-4H-isothiazol-3-yl]benzamide (50 mg) and N,N-Dimethylformamide dimethylacetal (1 mL) was refluxed under Argon for 30 min then the solution was concentrated in vacuo. The residue was dissolved in 1,4-dioxane (0.48 mL) and a solution of O-methylhydroxylamine hydrochloride (2.8 eq.) and sodium hydroxide (6 eq.) in water (0.43 mL) and acetic acid (0.43 mL) was added. The solution was stirred at rt for one hour. It was then quenched... Reaction conditions: time 1 hour. Solvent: O (water), C(C)(=O)O (acetic acid). The product is ClC1=C(C(=O)N/C=N/OC)C=CC(=C1)C1=NSC(C1)(C(F)(F)F)C1=CC(=CC(=C1)Cl)Cl (2-chloro-4-[5-(3,5-dichlorophenyl)-5-(trifluoromethyl)-4H-isothiazol-3-yl]-N-[(E)-methoxyiminomethyl]benzamide). Reaction SMILES: [Cl:1][C:2]1[CH:10]=[C:9]([C:11]2[CH2:15][C:14]([C:20]3[CH:25]=[C:24]([Cl:26])[CH:23]=[C:22]([Cl:27])[CH:21]=3)([C:16]([F:19])([F:18])[F:17])[S:13][N:12]=2)[CH:8]=[CH:7][C:3]=1[C:4]([NH2:6])=[O:5].[CH3:28]OC(OC)N(C)C.Cl.[CH3:37][O:38][NH2:39].[OH-].[Na+]>O.C(O)(=O)C>[Cl:1][C:2]1[CH:10]=[C:9]([C:11]2[CH2:15][C:14]([C:20]3[CH:21]=[C:22]([Cl:27])[CH:23]=[C:24]([Cl:26])[CH:25]=3)([C:16]([F:19])([F:18])[F:17])[S:13][N:12]=2)[CH:8]=[CH:7][C:3]=1[C:4]([NH:6]/[CH:28]=[N:39]/[O:38][CH3:37])=[O:5] |f:2.3,4.5|. Starting materials: ClC1=C(C(=O)N)C=CC(=C1)C1=NSC(C1)(C(F)(F)F)C1=CC(=CC(=C1)Cl)Cl (2-chloro-4-[5-(3,5-dichlorophenyl)-5-(trifluoromethyl)-4H-isothiazol-3-yl]benzamide), COC(N(C)C)OC (N,N-Dimethylformamide dimethylacetal), Cl.CON (O-methylhydroxylamine hydrochloride), [OH-].[Na+] (sodium hydroxide).